describe an organic reaction: reactants, conditions, products, and yield From a dataset of the Open Reaction Database (ORD), a public repository of structured organic reaction records. Reaction SMILES: [C:27]([CH3:28])([CH3:29])([CH3:30])[O:31][C:32](=[O:33])[N:34]1[CH2:35][CH2:36][CH:37]([NH2:40])[CH2:38][CH2:39]1.[CH2:1]([CH2:2][CH2:3][CH3:4])[O:5][c:6]1[c:7](-[c:15]2[c:16]3[c:17]([n:18][cH:19][n:20]2)[c:21]([C:24](=[O:25])[OH:26])[cH:22][nH:23]3)[c:8]2[c:9]([cH:13][cH:14]1)[O:10][CH2:11][O:12]2>>[CH2:1]([CH2:2][CH2:3][CH3:4])[O:5][c:6]1[c:7](-[c:15]2[c:16]3[c:17]([n:18][cH:19][n:20]2)[c:21]([C:24](=[O:26])[NH:40][CH:37]2[CH2:36][CH2:35][N:34]([C:32]([O:31][C:27]([CH3:28])([CH3:29])[CH3:30])=[O:33])[CH2:39][CH2:38]2)[cH:22][nH:23]3)[c:8]2[c:9]([cH:13][cH:14]1)[O:10][CH2:11][O:12]2. The reactants are CC(C)(C)OC(=O)N1CCC(N)CC1, CCCCOc1ccc2c(c1-c1ncnc3c(C(=O)O)c[nH]c13)OCO2. Yields the product CCCCOc1ccc2c(c1-c1ncnc3c(C(=O)NC4CCN(C(=O)OC(C)(C)C)CC4)c[nH]c13)OCO2. The reactants are BrCCCCCBr, COC(=O)C1(C)CCc2c(C)c(O)c(C)c(C)c2O1, ClC(Cl)Cl. Yields the product COC(=O)C1(C)CCc2c(C)c(OCCCCCBr)c(C)c(C)c2O1. As a reaction SMILES: [Br:20][CH2:21][CH2:22][CH2:23][CH2:24][CH2:25][Br:26].[CH3:1][O:2][C:3](=[O:4])[C:5]1([CH3:19])[O:6][c:7]2[c:8]([c:11]([CH3:18])[c:12]([OH:17])[c:13]([CH3:16])[c:14]2[CH3:15])[CH2:9][CH2:10]1.[Cl:27][CH:28]([Cl:29])[Cl:30]>>[CH3:1][O:2][C:3](=[O:4])[C:5]1([CH3:19])[O:6][c:7]2[c:8]([c:11]([CH3:18])[c:12]([O:17][CH2:25][CH2:24][CH2:23][CH2:22][CH2:21][Br:20])[c:13]([CH3:16])[c:14]2[CH3:15])[CH2:9][CH2:10]1. Starting materials: BrC1=C(C(=NC=C1)OC)Br (4-BromoBromo-2-methoxypyridine), C(=O)([O-])[O-].[Cs+].[Cs+] (Cs2CO3), FC(C1=CC=C(C=N1)CO)(F)F ((6-(trifluoromethyl)pyridin-3-yl)methanol), CC=1C=NC2=C3N=CC(=C(C3=CC=C2C1C)C)C (3,4,7,8-tetramethylphenanthroline). Reagents/catalysts: [Cu]I (CuI). Run in C1(=CC=CC=C1)C (toluene). Yields the product COC1=NC=CC(=C1)OCC=1C=NC(=CC1)C(F)(F)F (2-Methoxy-4-((6-(trifluoromethyl)pyridin-3-yl)methoxy)pyridine). Isolated yield 72.4%. As a reaction SMILES: Br[C:2]1[CH:7]=[CH:6][N:5]=[C:4]([O:8][CH3:9])[C:3]=1Br.[F:11][C:12]([F:22])([F:21])[C:13]1[N:18]=[CH:17][C:16]([CH2:19][OH:20])=[CH:15][CH:14]=1.CC1C=NC2C(C=1C)=CC=C1C=2N=CC(C)=C1C.C([O-])([O-])=O.[Cs+].[Cs+]>C1(C)C=CC=CC=1.[Cu]I>[CH3:9][O:8][C:4]1[CH:3]=[C:2]([O:20][CH2:19][C:16]2[CH:17]=[N:18][C:13]([C:12]([F:22])([F:11])[F:21])=[CH:14][CH:15]=2)[CH:7]=[CH:6][N:5]=1 |f:3.4.5|. Reported procedure: 4-BromoBromo-2-methoxypyridine (3.06 g, 16.2 mmol), (6-(trifluoromethyl)pyridin-3-yl)methanol (2.74 g, 15.5 mmol), 3,4,7,8-tetramethylphenanthroline (0.36 g, 0.15 mmol), CuI (0.14 g, 0.74 mmol) and Cs2CO3 (7.57 g, 23.2 mmol) were combined in toluene (15 mL) and heated to reflux under a nitrogen atmosphere for 16 h. Upon cooling the mixture was purified by flash column chromography (silica gel, hexanes/EtOAc, 1:0 to 1:1) to provide the title compound (3.19 g, 72%) as a red oil: 1H NMR (300 MHz, C... The solvent is C(Cl)Cl (methylene chloride). Procedure: To a solution of 320 mg (0.717 mmol) of 2-{1-[bis(4-chlorophenyl)methyl]azetidin-3-ylidene}-2-(3,5-difluorophenyl)ethanol (Example 31) and 175 mg (1.43 mmol) of 4-dimethylaminopyridine in 10 mL of methylene chloride was added 217 mg (1.076 mmol) of 4-nitrophenyl chloroformate, and the reaction mixture was stirred for 4 h at rt. The reaction mixture was concentrated and the residue was purified by silica gel chromatography with hexanes/ethyl acetate=12:1 to afford the title compound as a white so... Reaction conditions: time 4 hour. As a reaction SMILES: [Cl:1][C:2]1[CH:7]=[CH:6][C:5]([CH:8]([C:24]2[CH:29]=[CH:28][C:27]([Cl:30])=[CH:26][CH:25]=2)[N:9]2[CH2:12][C:11](=[C:13]([C:16]3[CH:21]=[C:20]([F:22])[CH:19]=[C:18]([F:23])[CH:17]=3)[CH2:14][OH:15])[CH2:10]2)=[CH:4][CH:3]=1.Cl[C:32]([O:34][C:35]1[CH:40]=[CH:39][C:38]([N+:41]([O-:43])=[O:42])=[CH:37][CH:36]=1)=[O:33]>CN(C)C1C=CN=CC=1.C(Cl)Cl>[C:32](=[O:33])([O:34][C:35]1[CH:36]=[CH:37][C:38]([N+:41]([O-:43])=[O:42])=[CH:39][CH:40]=1)[O:15][CH2:14][C:13](=[C:11]1[CH2:12][N:9]([CH:8]([C:5]2[CH:6]=[CH:7][C:2]([Cl:1])=[CH:3][CH:4]=2)[C:24]2[CH:25]=[CH:26][C:27]([Cl:30])=[CH:28][CH:29]=2)[CH2:10]1)[C:16]1[CH:17]=[C:18]([F:23])[CH:19]=[C:20]([F:22])[CH:21]=1. Reagents/catalysts: CN(C1=CC=NC=C1)C (4-dimethylaminopyridine). The reactants are ClC1=CC=C(C=C1)C(N1CC(C1)=C(CO)C1=CC(=CC(=C1)F)F)C1=CC=C(C=C1)Cl (2-{1-[bis(4-chlorophenyl)methyl]azetidin-3-ylidene}-2-(3,5-difluorophenyl)ethanol), ClC(=O)OC1=CC=C(C=C1)[N+](=O)[O-] (4-nitrophenyl chloroformate). The product is C(OCC(C1=CC(=CC(=C1)F)F)=C1CN(C1)C(C1=CC=C(C=C1)Cl)C1=CC=C(C=C1)Cl)(OC1=CC=C(C=C1)[N+](=O)[O-])=O (2-{1-[Bis(4-chlorophenyl)methyl]azetidin-3-ylidene}-2-(3,5-difluorophenyl)ethyl 4-nitrophenyl carbonate).